Dataset: the Open Reaction Database (ORD), a public repository of structured organic reaction records. Task: describe an organic reaction: reactants, conditions, products, and yield Solvent: C(CC)O (1-propanol), C(C)OCC (diethyl ether). RXN SMILES: [Cl:1][C:2]1[C:11]2[C:6](=[CH:7][C:8]([O:19][CH2:20][CH2:21][CH2:22][N:23]3[CH2:28][CH2:27][O:26][CH2:25][CH2:24]3)=[CH:9][C:10]=2[O:12][CH:13]2[CH2:18][CH2:17][O:16][CH2:15][CH2:14]2)[N:5]=[CH:4][C:3]=1[C:29]#[N:30].[CH3:31][O:32][CH2:33][C:34]#[C:35][C:36]1[CH:42]=[CH:41][C:39]([NH2:40])=[C:38]2[O:43][CH2:44][O:45][C:37]=12.[ClH:46].CN(C)C(=N)N(C)C>C(O)CC.C(OCC)C>[ClH:1].[ClH:46].[C:29]([C:3]1[CH:4]=[N:5][C:6]2[C:11]([C:2]=1[NH:40][C:39]1[CH:41]=[CH:42][C:36]([C:35]#[C:34][CH2:33][O:32][CH3:31])=[C:37]3[O:45][CH2:44][O:43][C:38]=13)=[C:10]([O:12][CH:13]1[CH2:14][CH2:15][O:16][CH2:17][CH2:18]1)[CH:9]=[C:8]([O:19][CH2:20][CH2:21][CH2:22][N:23]1[CH2:28][CH2:27][O:26][CH2:25][CH2:24]1)[CH:7]=2)#[N:30] |f:6.7.8|. The reactants are Cl (hydrogen chloride), ClC1=C(C=NC2=CC(=CC(=C12)OC1CCOCC1)OCCCN1CCOCC1)C#N (4-chloro-3-cyano-7-(3-morpholin-4-ylpropoxy)-5-(tetrahydro-2H-pyran-4-yloxy)quinoline), COCC#CC1=C2C(=C(N)C=C1)OCO2 (4-(3-methoxyprop-1-ynyl)-2,3-methylendioxyaniline), solution, Cl (hydrogen chloride), CN(C(N(C)C)=N)C (tetramethylguanidine). Reported procedure: A mixture of 4-chloro-3-cyano-7-(3-morpholin-4-ylpropoxy)-5-(tetrahydro-2H-pyran-4-yloxy)quinoline (125 mg) and 4-(3-methoxyprop-1-ynyl)-2,3-methylendioxyaniline (179 mg) in 1-propanol (8 ml) was treated with a 11.0M solution of hydrogen chloride in diethyl ether (0.30 ml) then stirred and heated at reflux for 1 hour. The mixture was allowed to cool and neutralised by the addition of tetramethylguanidine (0.10 ml). The resulting solution was evaporated to dryness and the residue was purified by ... Yields the product Cl.Cl.C(#N)C=1C=NC2=CC(=CC(=C2C1NC1=C2C(=C(C=C1)C#CCOC)OCO2)OC2CCOCC2)OCCCN2CCOCC2 (3-cyano-7-(3-morpholin-4-ylpropoxy)-5-(tetrahydro-2H-pyran-4-yloxy)-4-[4-(3-methoxyprop-1-ynyl)-2,3-methylenedioxyanilino]quinoline dihydrochloride salt), solid. Reactants: O=C([O-])O, CN(C)C=O, Cc1oc(-c2ccccc2)nc1CCOc1ccc(CCl)cc1, Cl, [H-], [Na+], [Na+], COC(=O)CCC(=NO)c1ccccc1. The product is COC(=O)CCC(=NOCc1ccc(OCCc2nc(-c3ccccc3)oc2C)cc1)c1ccccc1. As a reaction SMILES: [C:42](=[O:43])([OH:44])[O-:45].[CH3:47][N:48]([CH3:49])[CH:50]=[O:51].[Cl:18][CH2:19][c:20]1[cH:21][cH:22][c:23]([O:24][CH2:25][CH2:26][c:27]2[n:28][c:29](-[c:33]3[cH:34][cH:35][cH:36][cH:37][cH:38]3)[o:30][c:31]2[CH3:32])[cH:39][cH:40]1.[ClH:41].[H-:1].[Na+:2].[Na+:46].[OH:3][N:4]=[C:5]([CH2:6][CH2:7][C:8](=[O:9])[O:10][CH3:11])[c:12]1[cH:13][cH:14][cH:15][cH:16][cH:17]1>>[O:3]([N:4]=[C:5]([CH2:6][CH2:7][C:8](=[O:9])[O:10][CH3:11])[c:12]1[cH:13][cH:14][cH:15][cH:16][cH:17]1)[CH2:19][c:20]1[cH:21][cH:22][c:23]([O:24][CH2:25][CH2:26][c:27]2[n:28][c:29](-[c:33]3[cH:34][cH:35][cH:36][cH:37][cH:38]3)[o:30][c:31]2[CH3:32])[cH:39][cH:40]1. Starting materials: O=Cc1ccc(B(O)O)o1, [Cu+], COc1cccc(-c2nc3ccc(I)cc3c(=O)n2CC(=O)NC(C)C)c1, C1CCOC1, c1ccc(P(c2ccccc2)(c2ccccc2)[Pd](P(c2ccccc2)(c2ccccc2)c2ccccc2)(P(c2ccccc2)(c2ccccc2)c2ccccc2)P(c2ccccc2)(c2ccccc2)c2ccccc2)cc1, O=C([O-])c1cccs1. Yields the product COc1cccc(-c2nc3ccc(-c4ccc(C=O)o4)cc3c(=O)n2CC(=O)NC(C)C)c1. As a reaction SMILES: [CH:1](=[O:2])[c:3]1[o:4][c:5]([B:8]([OH:9])[OH:10])[cH:6][cH:7]1.[Cu+:51].[I:11][c:12]1[cH:13][c:14]2[c:15](=[O:37])[n:16]([CH2:30][C:31](=[O:32])[NH:33][CH:34]([CH3:35])[CH3:36])[c:17](-[c:22]3[cH:23][c:24]([O:28][CH3:29])[cH:25][cH:26][cH:27]3)[n:18][c:19]2[cH:20][cH:21]1.[O:38]1[CH2:39][CH2:40][CH2:41][CH2:42]1.[cH:52]1[cH:53][cH:54][c:55]([P:56]([Pd:57]([P:58]([c:59]2[cH:60][cH:61][cH:62][cH:63][cH:64]2)([c:65]2[cH:66][cH:67][cH:68][cH:69][cH:70]2)[c:71]2[cH:72][cH:73][cH:74][cH:75][cH:76]2)([P:77]([c:78]2[cH:79][cH:80][cH:81][cH:82][cH:83]2)([c:84]2[cH:85][cH:86][cH:87][cH:88][cH:89]2)[c:90]2[cH:91][cH:92][cH:93][cH:94][cH:95]2)[P:96]([c:97]2[cH:98][cH:99][cH:100][cH:101][cH:102]2)([c:103]2[cH:104][cH:105][cH:106][cH:107][cH:108]2)[c:109]2[cH:110][cH:111][cH:112][cH:113][cH:114]2)([c:115]2[cH:116][cH:117][cH:118][cH:119][cH:120]2)[c:121]2[cH:122][cH:123][cH:124][cH:125][cH:126]2)[cH:127][cH:128]1.[s:43]1[cH:44][cH:45][cH:46][c:47]1[C:48]([O-:49])=[O:50]>>[CH:1](=[O:2])[c:3]1[o:4][c:5](-[c:12]2[cH:13][c:14]3[c:15](=[O:37])[n:16]([CH2:30][C:31](=[O:32])[NH:33][CH:34]([CH3:35])[CH3:36])[c:17](-[c:22]4[cH:23][c:24]([O:28][CH3:29])[cH:25][cH:26][cH:27]4)[n:18][c:19]3[cH:20][cH:21]2)[cH:6][cH:7]1. Reactants: O=C(OC1=CC(=O)c2ccccc2C1=O)c1ccccc1, CCCCCC(C(=O)O)[Si](C)(C)C, [Cu+2], [Na+], [Na+], O=C([O-])[O-], C1COCCO1, O, C[Si](C)(C)CCCCCCC1=C(O)C(=O)c2ccccc2C1=O, OO, O=S(=O)([O-])[O-]. The product is C[Si](C)(C)CCCCCC1=C(O)C(=O)c2ccccc2C1=O. RXN SMILES: [C:24]([O:25][C:26]1=[CH:33][C:31](=[O:32])[c:30]2[c:29]([cH:37][cH:36][cH:35][cH:34]2)[C:27]1=[O:28])(=[O:38])[c:39]1[cH:40][cH:41][cH:42][cH:43][cH:44]1.[CH3:45][Si:46]([CH3:47])([CH3:48])[CH:49]([CH2:50][CH2:51][CH2:52][CH2:53][CH3:54])[C:55]([OH:56])=[O:57].[Cu+2:78].[Na+:58].[Na+:59].[O-:60][C:61](=[O:62])[O-:63].[O:66]1[CH2:67][CH2:68][O:69][CH2:70][CH2:71]1.[OH2:72].[OH:1][C:2]1=[C:11]([CH2:12][CH2:13][CH2:14][CH2:15][CH2:16][CH2:17][Si:18]([CH3:19])([CH3:20])[CH3:21])[C:10](=[O:22])[c:9]2[c:4]([cH:5][cH:6][cH:7][cH:8]2)[C:3]1=[O:23].[OH:64][OH:65].[S:73]([O-:74])([O-:75])(=[O:76])=[O:77]>>[OH:1][C:2]1=[C:11]([CH2:12][CH2:13][CH2:14][CH2:15][CH2:16][Si:46]([CH3:45])([CH3:47])[CH3:48])[C:10](=[O:22])[c:9]2[c:4]([cH:5][cH:6][cH:7][cH:8]2)[C:3]1=[O:23]. Reactants: O=C(c1ccc(C(F)(F)F)cc1Sc1ccc(Cl)cc1)c1cnoc1C1CC1, ClCCl, O=C(OO)c1cccc(Cl)c1. Product: O=C(c1ccc(C(F)(F)F)cc1S(=O)c1ccc(Cl)cc1)c1cnoc1C1CC1. RXN SMILES: [CH:1]1([c:4]2[c:5]([C:9]([c:10]3[c:11]([S:20][c:21]4[cH:22][cH:23][c:24]([Cl:27])[cH:25][cH:26]4)[cH:12][c:13]([C:16]([F:17])([F:18])[F:19])[cH:14][cH:15]3)=[O:28])[cH:6][n:7][o:8]2)[CH2:2][CH2:3]1.[Cl:40][CH2:41][Cl:42].[OH:29][O:30][C:31]([c:32]1[cH:33][c:34]([Cl:35])[cH:36][cH:37][cH:38]1)=[O:39]>>[CH:1]1([c:4]2[c:5]([C:9]([c:10]3[c:11]([S:20]([c:21]4[cH:22][cH:23][c:24]([Cl:27])[cH:25][cH:26]4)=[O:29])[cH:12][c:13]([C:16]([F:17])([F:18])[F:19])[cH:14][cH:15]3)=[O:28])[cH:6][n:7][o:8]2)[CH2:2][CH2:3]1. Starting materials: [BH4-].[Na+] (sodium borohydride), FC1=C(C(=O)C2C(C2)C#N)C=CC(=C1)C (2-(2-Fluoro-4-methylbenzoyl)cyclopropanecarbonitrile), [Cl-].[NH4+] (ammonium chloride). Run in C(C)O (ethanol), C(C)(=O)OCC (ethyl acetate), C(C)(=O)OCC (ethyl acetate). Run at temperature 40 celsius, time 1 hour. Product: FC1=C(C=CC(=C1)C)C(C1C(C1)C#N)O (2-[(2-Fluoro-4-methylphenyl)(hydroxy)methyl]cyclopropanecarbonitrile). As a reaction SMILES: [BH4-].[Na+].[F:3][C:4]1[CH:16]=[C:15]([CH3:17])[CH:14]=[CH:13][C:5]=1[C:6]([CH:8]1[CH2:10][CH:9]1[C:11]#[N:12])=[O:7].[Cl-].[NH4+]>C(O)C.C(OCC)(=O)C>[F:3][C:4]1[CH:16]=[C:15]([CH3:17])[CH:14]=[CH:13][C:5]=1[CH:6]([OH:7])[CH:8]1[CH2:10][CH:9]1[C:11]#[N:12] |f:0.1,3.4|. Procedure details: 61.0 mg (1.62 mmol) of sodium borohydride were added to 300 mg (1.48 mmol) of the compound from Example 131A in 30 ml of ethanol and 13 ml of ethyl acetate under argon, and the mixture was stirred at 40° C. for 1 h. The reaction mixture was added to saturated aqueous ammonium chloride solution and ethyl acetate, the phases were separated, the aqueous phase was extracted twice with ethyl acetate, and the combined organic phases were dried over magnesium sulfate, filtered and concentrated. 280 mg ... Reactants: C(=O)C1C(C2(OCCO2)CC1)CCCCCCCO (7-formyl-6-(7-hydroxyheptyl)-1,4-dioxaspiro[4,4]nonane), CC(C(=O)C1=C(C=CC=C1)P(C1=CC=CC=C1)(C1=CC=CC=C1)=C)CCCC (2-methylhexanoyl-methylenetriphenylphosphorane). Solvent: O1CCCC1 (tetrahydrofuran). Product: OCCCCCCCC1C2(OCCO2)CCC1C=CC(C(CCCC)C)=O (6-(7-hydroxyheptyl)-7-(4-methyl-3-oxooct-1-enyl)-1,4-dioxaspiro[4,4]nonane). Isolated yield 101.8%. Reaction SMILES: [CH:1]([CH:3]1[CH2:11][CH2:10][C:5]2([O:9][CH2:8][CH2:7][O:6]2)[CH:4]1[CH2:12][CH2:13][CH2:14][CH2:15][CH2:16][CH2:17][CH2:18][OH:19])=O.[CH3:20][CH:21]([CH2:44][CH2:45][CH2:46][CH3:47])[C:22]([C:24]1C=CC=CC=1P(=C)(C1C=CC=CC=1)C1C=CC=CC=1)=[O:23]>O1CCCC1>[OH:19][CH2:18][CH2:17][CH2:16][CH2:15][CH2:14][CH2:13][CH2:12][CH:4]1[CH:3]([CH:1]=[CH:24][C:22](=[O:23])[CH:21]([CH3:20])[CH2:44][CH2:45][CH2:46][CH3:47])[CH2:11][CH2:10][C:5]21[O:9][CH2:8][CH2:7][O:6]2. Procedure details: A mixture of 7-formyl-6-(7-hydroxyheptyl)-1,4-dioxaspiro[4,4]nonane (3.88 g.) and 2-methylhexanoyl-methylenetriphenylphosphorane (6.0 g.) in dry tetrahydrofuran (30 ml.) was heated to reflux under nitrogen for 18 hours. The solvent was removed in vacuo and the residue triturated with petroleum ether (b.p. 60°-80° C.), allowed to stand at 0° C., filtered to remove triphenylphosphine oxide and the filtrate evaporated to give 6-(7-hydroxyheptyl)-7-(4-methyl-3-oxooct-1-enyl)-1,4-dioxaspiro[4,4]nonan... Reactants: C(C)(=O)O[BH-](OC(C)=O)OC(C)=O.[Na+] (Sodium triacetoxyborohydride), C(C)(=O)O (acetic acid), C(CC)=O (Propionaldehyde), CC1=C(C=CC(=C1)C)C=1C=2N(N=C(C1)C)C(=C(N2)CC)N (8-(2,4-dimethylphenyl)-2-ethyl-6-methylimidazo[1,2-b]pyridazin-3-amine). Solvent: ClCCl (dichloromethane), O (Water). Run at time 10 minute. Product: CC1=C(C=CC(=C1)C)C=1C=2N(N=C(C1)C)C(=C(N2)CC)N(CCC)CCC (N-[8-(2,4-Dimethylphenyl)-2-ethyl-6-methylimidazo[1,2-b]pyridazin-3-yl]-N,N-dipropylamine). Reaction SMILES: [CH:1](=O)[CH2:2][CH3:3].[CH3:5][C:6]1[CH:11]=[C:10]([CH3:12])[CH:9]=[CH:8][C:7]=1[C:13]1[C:14]2[N:15]([C:20]([NH2:25])=[C:21]([CH2:23][CH3:24])[N:22]=2)[N:16]=[C:17]([CH3:19])[CH:18]=1.C(O[BH-](O[C:36](=O)[CH3:37])OC(=O)C)(=O)C.[Na+].[C:40](O)(=O)C>ClCCl.O>[CH3:5][C:6]1[CH:11]=[C:10]([CH3:12])[CH:9]=[CH:8][C:7]=1[C:13]1[C:14]2[N:15]([C:20]([N:25]([CH2:40][CH2:36][CH3:37])[CH2:1][CH2:2][CH3:3])=[C:21]([CH2:23][CH3:24])[N:22]=2)[N:16]=[C:17]([CH3:19])[CH:18]=1 |f:2.3|. Reported procedure: Propionaldehyde (3.26 mL, 45.25 mmol) was added to a solution of the resulting 8-(2,4-dimethylphenyl)-2-ethyl-6-methylimidazo[1,2-b]pyridazin-3-amine (9.05 mmol) in dichloromethane (60 mL), and the mixture was stirred at room temperature for 10 minutes. Sodium triacetoxyborohydride (5.75 g, 27.15 mmol) was gradually added thereto, then acetic acid (1 mL) was further added dropwise, and the mixture was stirred for 5 hours. Water was added thereto, which was extracted with ethyl acetate. The organ... Reactants: CN(C)N, O=C(Cl)c1ccc(-c2ccc(Cl)cc2)o1, c1ccccc1. Yields the product CN(C)NC(=O)c1ccc(-c2ccc(Cl)cc2)o1. Reaction SMILES: [CH3:1][N:2]([NH2:3])[CH3:4].[Cl:5][c:6]1[cH:7][cH:8][c:9](-[c:12]2[cH:13][cH:14][c:15]([C:17](=[O:18])[Cl:19])[o:16]2)[cH:10][cH:11]1.[cH:20]1[cH:21][cH:22][cH:23][cH:24][cH:25]1>>[CH3:1][N:2]([NH:3][C:17]([c:15]1[cH:14][cH:13][c:12](-[c:9]2[cH:8][cH:7][c:6]([Cl:5])[cH:11][cH:10]2)[o:16]1)=[O:18])[CH3:4].